This data is from the Open Reaction Database (ORD), a public repository of structured organic reaction records. The task is: describe an organic reaction: reactants, conditions, products, and yield Starting materials: ClC1=NC=CC(=N1)C1=C(N=C(S1)C(C)(C)C)C=1C(=C(C=CC1)NS(=O)(=O)C1=C(C=CC(=C1)F)F)F (N-{3-[5-(2-chloro-4-pyrimidinyl)-2-(1,1-dimethylethyl)-1,3-thiazol-4-yl]-2-fluorophenyl}-2,5-difluorobenzenesulfonamide), NCCNC(OC(C)(C)C)=O (1,1-dimethylethyl (2-aminoethyl)carbamate). Yields the product FC1=C(C=C(C=C1)F)S(=O)(=O)NC=1C(=C(C=CC1)C=1N=C(SC1C1=NC(=NC=C1)NCCNC(OC(C)(C)C)=O)C(C)(C)C)F (1,1-Dimethylethyl [2-({4-[4-(3-{[(2,5-difluorophenyl)sulfonyl]amino}-2-fluorophenyl)-2-(1,1-dimethylethyl)-1,3-thiazol-5-yl]-2-pyrimidinyl}amino)ethyl]carbamate). Isolated yield 88.0%. As a reaction SMILES: Cl[C:2]1[N:7]=[C:6]([C:8]2[S:12][C:11]([C:13]([CH3:16])([CH3:15])[CH3:14])=[N:10][C:9]=2[C:17]2[C:18]([F:35])=[C:19]([NH:23][S:24]([C:27]3[CH:32]=[C:31]([F:33])[CH:30]=[CH:29][C:28]=3[F:34])(=[O:26])=[O:25])[CH:20]=[CH:21][CH:22]=2)[CH:5]=[CH:4][N:3]=1.[NH2:36][CH2:37][CH2:38][NH:39][C:40](=[O:46])[O:41][C:42]([CH3:45])([CH3:44])[CH3:43]>>[F:34][C:28]1[CH:29]=[CH:30][C:31]([F:33])=[CH:32][C:27]=1[S:24]([NH:23][C:19]1[C:18]([F:35])=[C:17]([C:9]2[N:10]=[C:11]([C:13]([CH3:16])([CH3:15])[CH3:14])[S:12][C:8]=2[C:6]2[CH:5]=[CH:4][N:3]=[C:2]([NH:36][CH2:37][CH2:38][NH:39][C:40](=[O:46])[O:41][C:42]([CH3:44])([CH3:43])[CH3:45])[N:7]=2)[CH:22]=[CH:21][CH:20]=1)(=[O:26])=[O:25]. Reported procedure: Following a procedure analogous to the procedure described in Example 1 using N-{3-[5-(2-chloro-4-pyrimidinyl)-2-(1,1-dimethylethyl)-1,3-thiazol-4-yl]-2-fluorophenyl}-2,5-difluorobenzenesulfonamide (0.30 g, 0.56 mmol), 1,1-dimethylethyl (2-aminoethyl)carbamate (0.089 g, 0.56 mmol) the title compound of Step A was obtained (0.34 g, 88% yield). 1H NMR (400 MHz, DMSO-d6) δ ppm 10.75 (s, 1H), 8.03 (d, J=5.1 Hz, 1H), 7.13-7.67 (m, 7H), 6.85 (br. s., 1H), 5.80-6.02 (m, 1H), 3.16-3.28 (m, 2H), 2.99-3.1... Reactants: Cc1oc(-c2ccco2)nc1COc1ccc(COc2nn(Cc3ccccc3)cc2C(N)=O)cc1, CC(=O)OC(C)=O. The product is CC(=O)NC(=O)c1cn(Cc2ccccc2)nc1OCc1ccc(OCc2nc(-c3ccco3)oc2C)cc1. Reaction SMILES: [CH2:1]([c:2]1[cH:3][cH:4][cH:5][cH:6][cH:7]1)[n:8]1[n:9][c:10]([O:16][CH2:17][c:18]2[cH:19][cH:20][c:21]([O:24][CH2:25][c:26]3[n:27][c:28](-[c:32]4[o:33][cH:34][cH:35][cH:36]4)[o:29][c:30]3[CH3:31])[cH:22][cH:23]2)[c:11]([C:13](=[O:14])[NH2:15])[cH:12]1.[CH3:37][C:38](=[O:39])[O:40][C:41](=[O:42])[CH3:43]>>[CH2:1]([c:2]1[cH:3][cH:4][cH:5][cH:6][cH:7]1)[n:8]1[n:9][c:10]([O:16][CH2:17][c:18]2[cH:19][cH:20][c:21]([O:24][CH2:25][c:26]3[n:27][c:28](-[c:32]4[o:33][cH:34][cH:35][cH:36]4)[o:29][c:30]3[CH3:31])[cH:22][cH:23]2)[c:11]([C:13](=[O:14])[NH:15][C:38]([CH3:37])=[O:39])[cH:12]1. Reactants: [Na+].[Cl-] (NaCl), C(C)OC(=O)C1(CC=CC1)C=1SC(=CC1)CCl (1-(5-chloromethylthiophen-2-yl)-cyclopent-3-ene carboxylic acid ethyl ester), C(C)OC(=O)C1(CC=CC1)C=1SC(=CC1)CCl (1-(5-chloromethylthiophen-2-yl)-cyclopent-3-ene carboxylic acid ethyl ester), [H-].[Na+] (NaH), C(C)C=1NC=2C(=NC(=CC2C)C)N1 (2-ethyl-5,7-dimethylimidazo[4,5-b]pyridine). Run in CN(C)C=O (DMF), CN(C)C=O (DMF), CN(C)C=O (DMF), petroleum ether. Run at time 15 minute. The product is C(C)OC(=O)C1(CC=CC1)C=1SC(=CC1)CN1C(=NC=2C1=NC(=CC2C)C)CC (1-[5-(2-ethyl-5,7-dimethylimidazo[4,5-b]pyridin-3-ylmethyl)-thiophen-2-yl]cyclopent-3ene carboxylic acid ethyl ester). Reaction SMILES: [H-].[Na+].[CH2:3]([C:5]1[NH:6][C:7]2[C:8]([N:15]=1)=[N:9][C:10]([CH3:14])=[CH:11][C:12]=2[CH3:13])[CH3:4].[CH2:16]([O:18][C:19]([C:21]1([C:26]2[S:27][C:28]([CH2:31]Cl)=[CH:29][CH:30]=2)[CH2:25][CH:24]=[CH:23][CH2:22]1)=[O:20])[CH3:17].[Na+].[Cl-]>CN(C=O)C>[CH2:16]([O:18][C:19]([C:21]1([C:26]2[S:27][C:28]([CH2:31][N:15]3[C:8]4=[N:9][C:10]([CH3:14])=[CH:11][C:12]([CH3:13])=[C:7]4[N:6]=[C:5]3[CH2:3][CH3:4])=[CH:29][CH:30]=2)[CH2:25][CH:24]=[CH:23][CH2:22]1)=[O:20])[CH3:17] |f:0.1,4.5|. Procedure details: To a suspension of petroleum ether washed NaH (1.1 equiv.) in DMF was added 2-ethyl-5,7-dimethylimidazo[4,5-b]pyridine (7) (1.1 equiv.). The reaction mixture was stirred for 15 minutes at ambient temperature and then the product of Step 4, above (5) (1 equiv.), dissolved in DMF, was cannulated into the mixture of the anion in DMF. The reaction mixture was stirred at ambient temperature for 17 hours and was then poured into saturated NaCl solution and extracted 2 times with EtOAc. The combined ex... RXN SMILES: [CH3:1][O:2][C:3]([O:10][CH3:11])([CH2:6][CH2:7][CH2:8][CH3:9])[CH:4]=C.[O:12]=[O+][O-]>CO>[CH3:11][O:10][C:3]([O:2][CH3:1])([CH2:6][CH2:7][CH2:8][CH3:9])[CH:4]=[O:12]. The solvent is CO (methanol). Procedure: 1 liter of a solution of 237 g (1.5 moles) of n-butylacrolein dimethylacetal in methanol is reacted with ozone analogously to the procedure indicated in Example 1 and is then hydrogenated. The absorption of H2 is 29 standard liters. Starting materials: solution, COC(C=C)(CCCC)OC (n-butylacrolein dimethylacetal), O=[O+][O-] (ozone). Yields the product COC(C=O)(CCCC)OC (n-Butylglyoxal dimethylacetal). Reactants: COC(CC1=C(C=CC(=C1)OCCCCOC1=CC=CC=C1)NC1=C(C=CC=C1Cl)Cl)=O (2-[(2,6-Dichlorophenyl)amino]-5-[(4-phenoxy)butoxy]benzene acetic acid methyl ester), [Li+].[OH-] (LiOH). Solvent: O1CCCC1 (tetrahydrofuran). Yields the product ClC1=C(C(=CC=C1)Cl)NC1=C(C=C(C=C1)OCCCCOC1=CC=CC=C1)CC(=O)O (2-[(2,6-Dichlorophenyl)amino]-5-[(4-phenoxy)butoxy]benzene acetic acid). RXN SMILES: C[O:2][C:3](=[O:32])[CH2:4][C:5]1[CH:10]=[C:9]([O:11][CH2:12][CH2:13][CH2:14][CH2:15][O:16][C:17]2[CH:22]=[CH:21][CH:20]=[CH:19][CH:18]=2)[CH:8]=[CH:7][C:6]=1[NH:23][C:24]1[C:29]([Cl:30])=[CH:28][CH:27]=[CH:26][C:25]=1[Cl:31].[Li+].[OH-]>O1CCCC1>[Cl:30][C:29]1[CH:28]=[CH:27][CH:26]=[C:25]([Cl:31])[C:24]=1[NH:23][C:6]1[CH:7]=[CH:8][C:9]([O:11][CH2:12][CH2:13][CH2:14][CH2:15][O:16][C:17]2[CH:18]=[CH:19][CH:20]=[CH:21][CH:22]=2)=[CH:10][C:5]=1[CH2:4][C:3]([OH:32])=[O:2] |f:1.2|. Procedure details: A solution of the ester of Step A, above (2.0 g, 4.2 mmol) in tetrahydrofuran (100 mL) and 1N LiOH (12.7 mL) is stirred under nitrogen overnight. The solvent is removed and the residue slurried in water. The mixture is acidified using dilute HCl and extracted with ethyl acetate (2×500 mL). The combined organic phases are washed with brine and dried (MgSO4). Removal of the solvent affords a brown oil which crystallizes from acetonitrile (white solid, 0.620 g, approximately 90% pure by HPLC). This... Reactants: N1C=NC=C1 (1H-imidazole), C1(CC=CC1)O (Cyclopent-3-en-1-ol), C(C)(C)(C)[Si](C)(C)Cl (tert-butyl(chloro)-dimethylsilane). Run in C(C)(=O)OCC (ethyl acetate), CN(C)C=O (DMF). Run at time 14 hour. Yields the product C(C)(C)(C)[Si](C)(C)OC1CC=CC1 (tert-Butyl(cyclopent-3-en-1-yloxy)dimethylsilane). Isolated yield 72.9%. As a reaction SMILES: [CH:1]1([OH:6])[CH2:5][CH:4]=[CH:3][CH2:2]1.N1C=CN=C1.[C:12]([Si:16](Cl)([CH3:18])[CH3:17])([CH3:15])([CH3:14])[CH3:13]>CN(C=O)C.C(OCC)(=O)C>[C:12]([Si:16]([O:6][CH:1]1[CH2:5][CH:4]=[CH:3][CH2:2]1)([CH3:18])[CH3:17])([CH3:15])([CH3:14])[CH3:13]. Procedure details: Cyclopent-3-en-1-ol (10 g, 118.9 mmol) was dissolved in DMF (100 mL) at 0° C., then 1H-imidazole (17.29 mL, 261.5 mmol) was added, followed by tert-butyl(chloro)-dimethylsilane (21.5 g, 142.7 mmol). The mixture was warmed to room temperature and stirred for 14 h. The mixture was diluted with ethyl acetate (300 mL), washed with 5% aqueous LiCl solution (2×100 mL) and brine (50 mL), then dried over sodium sulfate, filtered, and concentrated. The crude residue was purified by chromatography, elutin... Reactants: NC(C=1C=C2C(=CC(N(C2=CC1)CC1CC1)=O)C1=CC(=CC=C1)Cl)(C=1N(C=NC1)C)C=1C=NC(=CC1)Cl ((+)-6-[Amino-(6-chloro-pyridin-3-yl)-(3-methyl-3H-imidazol-4-yl)-methyl]-4-(3-chloro-phenyl)-1-cyclopropylmethyl-1H-quinolin-2-one), Cl (HCl), C(C)OCC (ethyl ether). Solvent: C(Cl)Cl (DCM). Conditions: time 2 hour. The product is Cl.Cl.NC(C=1C=C2C(=CC(N(C2=CC1)CC1CC1)=O)C1=CC(=CC=C1)Cl)(C=1N(C=NC1)C)C=1C=NC(=CC1)Cl ((+)-6-[Amino-(6-chloro-pyridin-3-yl)-(3-methyl-3H-imidazol-4-yl)-methyl]-4-(3-chloro-phenyl)-1-cyclopropylmethyl-1H-quinolin-2-one, dihydrochloride salt), solid. Isolated yield 81.4%. As a reaction SMILES: [NH2:1][C:2]([C:31]1[CH:32]=[N:33][C:34]([Cl:37])=[CH:35][CH:36]=1)([C:25]1[N:26]([CH3:30])[CH:27]=[N:28][CH:29]=1)[C:3]1[CH:4]=[C:5]2[C:10](=[CH:11][CH:12]=1)[N:9]([CH2:13][CH:14]1[CH2:16][CH2:15]1)[C:8](=[O:17])[CH:7]=[C:6]2[C:18]1[CH:23]=[CH:22][CH:21]=[C:20]([Cl:24])[CH:19]=1.[ClH:38].C(OCC)C>C(Cl)Cl>[ClH:24].[ClH:38].[NH2:1][C:2]([C:31]1[CH:32]=[N:33][C:34]([Cl:37])=[CH:35][CH:36]=1)([C:25]1[N:26]([CH3:30])[CH:27]=[N:28][CH:29]=1)[C:3]1[CH:4]=[C:5]2[C:10](=[CH:11][CH:12]=1)[N:9]([CH2:13][CH:14]1[CH2:15][CH2:16]1)[C:8](=[O:17])[CH:7]=[C:6]2[C:18]1[CH:23]=[CH:22][CH:21]=[C:20]([Cl:24])[CH:19]=1 |f:4.5.6|. Reported procedure: To a solution of (+)-6-[Amino-(6-chloro-pyridin-3-yl)-(3-methyl-3H-imidazol-4-yl)-methyl]-4-(3-chloro-phenyl)-1-cyclopropylmethyl-1H-quinolin-2-one (0.844 g, 1.59 mmol) in DCM (10 ml) was added a solution of HCl in ethyl ether (1M, 4.77 ml, 4.77 mmol). The slurry solution was stirred for 2 hours. After filtration, the title compound of example 56 was obtained as a white solid (0.78 g, 1.29 mmol, 81.4% yield).